This data is from the Open Reaction Database (ORD), a public repository of structured organic reaction records. The task is: describe an organic reaction: reactants, conditions, products, and yield Reactants: ClC=1C=C2CCC3(CN(CC3)C(=O)OC(C)(C)C)C2=CC1 (tert-butyl 5-chloro-2,3-dihydrospiro[indene-1,3′-pyrrolidine]-1′-carboxylate). The solvent is CO (methanol), Cl.CO (HCl CH3OH). Run at time 8 hour. Product: Cl.ClC=1C=C2CCC3(CNCC3)C2=CC1 (5-chloro-2,3-dihydrospiro[indene-1,3′-pyrrolidine]hydrochloride salt). Yield: 0.1%. As a reaction SMILES: [Cl:1][C:2]1[CH:3]=[C:4]2[C:19](=[CH:20][CH:21]=1)[C:7]1([CH2:11][CH2:10][N:9](C(OC(C)(C)C)=O)[CH2:8]1)[CH2:6][CH2:5]2>CO.Cl.CO>[ClH:1].[Cl:1][C:2]1[CH:3]=[C:4]2[C:19](=[CH:20][CH:21]=1)[C:7]1([CH2:11][CH2:10][NH:9][CH2:8]1)[CH2:6][CH2:5]2 |f:2.3,4.5|. Procedure: To a solution of tert-butyl 5-chloro-2,3-dihydrospiro[indene-1,3′-pyrrolidine]-1′-carboxylate (Prep9, 900 mg, 2.93 mol) in methanol (10 ml), HCl/CH3OH (10 ml, 3M in methanol) was added and stirred overnight at room temperature. The solvent was evaporated in vacuo to give the title compound (500 mg, y=82%). Reactants: N(=O)[O-].[Na+] (sodium nitrite), resultant mixture, NC=1C(=CC(=C(C1)N1N=C(N(C1=O)C(F)F)C)Cl)Cl (1-(5-amino-2,4-dichlorophenyl)-4-difluoromethyl-4,5-dihydro-3-methyl-1,2,4-triazol-5(1H)-one), Cl (hydrochloric acid), ice water, S(=O)=O (sulfur dioxide). Reagents/catalysts: [Cu](Cl)Cl (copper (II) chloride). Solvent: O (water), C(C)(=O)O (acetic acid), O (water). Reaction conditions: temperature 0 celsius, time 1.5 hour. Yields the product ClC1=C(C=C(C(=C1)Cl)S(=O)(=O)Cl)N1N=C(N(C1=O)C(F)F)C ((2,4-Dichloro-5-chlorosulfonylphenyl)-4-difluoromethyl-4,5-dihydro-3-methyl-1,2,4-triazol-5(1H)-one). As a reaction SMILES: N[C:2]1[C:3]([Cl:19])=[CH:4][C:5]([Cl:18])=[C:6]([N:8]2[C:12](=[O:13])[N:11]([CH:14]([F:16])[F:15])[C:10]([CH3:17])=[N:9]2)[CH:7]=1.N([O-])=O.[Na+].[S:24](=[O:26])=[O:25].[ClH:27]>O.C(O)(=O)C.[Cu](Cl)Cl>[Cl:18][C:5]1[CH:4]=[C:3]([Cl:19])[C:2]([S:24]([Cl:27])(=[O:26])=[O:25])=[CH:7][C:6]=1[N:8]1[C:12](=[O:13])[N:11]([CH:14]([F:16])[F:15])[C:10]([CH3:17])=[N:9]1 |f:1.2|. Reported procedure: A stirred mixture of 12.0 g (0.0388 mole) of 1-(5-amino-2,4-dichlorophenyl)-4-difluoromethyl-4,5-dihydro-3-methyl-1,2,4-triazol-5(1H)-one in 50 mL of hydrochloric acid was cooled to 0° C. A solution of 2.79 g (0.0405 mole) of sodium nitrite in 20 mL of water was added while maintaining a reaction temperature of approximately 0° C. After complete addition, the reaction mixture was allowed to warm to room temperature and stir for 1.5 hours. This mixture was added slowly to a solution of 5.44 g (0.... The reactants are ClCCCBr, O=C([O-])O, C1CCOC1, [Li]CCCC, COC(=O)Cc1ccc(N(C)C)cc1, CCOC(C)=O, CC(C)NC(C)C, [Na+], O. Product: COC(=O)C(CCCCl)c1ccc(N(C)C)cc1. As a reaction SMILES: [Br:27][CH2:28][CH2:29][CH2:30][Cl:31].[C:33](=[O:34])([OH:35])[O-:36].[CH2:38]1[O:39][CH2:40][CH2:41][CH2:42]1.[CH2:8]([Li:9])[CH2:10][CH2:11][CH3:12].[CH3:13][N:14]([c:15]1[cH:16][cH:17][c:18]([CH2:21][C:22](=[O:23])[O:24][CH3:25])[cH:19][cH:20]1)[CH3:26].[CH3:43][CH2:44][O:45][C:46](=[O:47])[CH3:48].[CH:1]([NH:2][CH:3]([CH3:4])[CH3:5])([CH3:6])[CH3:7].[Na+:37].[OH2:32]>>[CH3:13][N:14]([c:15]1[cH:16][cH:17][c:18]([CH:21]([C:22](=[O:23])[O:24][CH3:25])[CH2:28][CH2:29][CH2:30][Cl:31])[cH:19][cH:20]1)[CH3:26]. Conditions: time 8 hour. Reagents/catalysts: CN(C)C=1C=CN=CC1 (DMAP). Run in CCOC(=O)C (EtOAc), C1CCOC1 (THF). Procedure details: 4-Azidobenzoic acid (1.5 equivalents) was dissolved in THF. EDC (1.5 equivalents), DIEA (1.5 equivalents) and DMAP (0.1 equivalents) were added followed by 2-(2-fluoro-4-methoxy-phenyl)-ethylamine (1 equivalent). The reaction was then allowed to stir overnight at room temperature. EtOAc was added and the reaction was washed with 10% citric acid, 10% sodium bicarbonate and brine. After drying over Na2SO4, solvent was removed and the residue was purified by flash chromatography 20% EtOAc/DCM to yi... Product: N(=[N+]=[N-])C1=CC=C(C(=O)NCCC2=C(C=C(C=C2)OC)F)C=C1 (4-Azido-N-[2-(2-fluoro-4-methoxy-phenyl)-ethyl]-benzamide). Starting materials: FC1=C(C=CC(=C1)OC)CCN (2-(2-fluoro-4-methoxy-phenyl)-ethylamine), N(=[N+]=[N-])C1=CC=C(C(=O)O)C=C1 (4-Azidobenzoic acid), C(CCl)Cl (EDC), CCN(C(C)C)C(C)C (DIEA). Reaction SMILES: [N:1]([C:4]1[CH:12]=[CH:11][C:7]([C:8]([OH:10])=O)=[CH:6][CH:5]=1)=[N+:2]=[N-:3].C(Cl)CCl.CCN(C(C)C)C(C)C.[F:26][C:27]1[CH:32]=[C:31]([O:33][CH3:34])[CH:30]=[CH:29][C:28]=1[CH2:35][CH2:36][NH2:37]>C1COCC1.CN(C1C=CN=CC=1)C.CCOC(C)=O>[N:1]([C:4]1[CH:5]=[CH:6][C:7]([C:8]([NH:37][CH2:36][CH2:35][C:28]2[CH:29]=[CH:30][C:31]([O:33][CH3:34])=[CH:32][C:27]=2[F:26])=[O:10])=[CH:11][CH:12]=1)=[N+:2]=[N-:3]. The reactants are C(C)SC1CC(N1)=O (4-ethylthio-2-oxoazetidine), C(C)OC(C(=O)OCC1=CC=C(C=C1)[N+](=O)[O-])O (p-nitrobenzyl glyoxylate ethyl hemiacetal). Solvent: C1=CC=CC=C1 (benzene). Conditions: time 16 hour. Product: C(C)SC1CC(N1C(C(=O)OCC1=CC=C(C=C1)[N+](=O)[O-])O)=O (p-Nitrobenzyl 2-(4-Ethylthio-2-oxo-1-azetidinyl)-2-hydroxyacetate). As a reaction SMILES: [CH2:1]([S:3][CH:4]1[NH:7][C:6](=[O:8])[CH2:5]1)[CH3:2].C([O:11][CH:12](O)[C:13]([O:15][CH2:16][C:17]1[CH:22]=[CH:21][C:20]([N+:23]([O-:25])=[O:24])=[CH:19][CH:18]=1)=[O:14])C>C1C=CC=CC=1>[CH2:1]([S:3][CH:4]1[N:7]([CH:12]([OH:11])[C:13]([O:15][CH2:16][C:17]2[CH:18]=[CH:19][C:20]([N+:23]([O-:25])=[O:24])=[CH:21][CH:22]=2)=[O:14])[C:6](=[O:8])[CH2:5]1)[CH3:2]. Procedure details: A solution of 12.3 g. of 4-ethylthio-2-oxoazetidine and 25.5 g. of p-nitrobenzyl glyoxylate ethyl hemiacetal in 900 ml. of benzene was heated under reflux for 16 hours. During the heating for 16 hours, water and ethanol were removed from the reaction mixture by azeotropic distillation using a Dean-Stark trap. At this point, the benzene was removed by evaporation in vacuo, and the residue was dissolved in 700 ml. of dichloromethane. The dichloromethane solution was washed three times with water, ... The reactants are NCCc1ccccc1, O=S(=O)(OCC(F)(F)F)C(F)(F)F, Cc1ccccc1C. Yields the product FC(F)(F)CNCCc1ccccc1. Reaction SMILES: [CH2:14]([CH2:15][c:16]1[cH:17][cH:18][cH:19][cH:20][cH:21]1)[NH2:22].[F:1][C:2]([CH2:3][O:4][S:5]([C:6]([F:7])([F:8])[F:9])(=[O:10])=[O:11])([F:12])[F:13].[c:23]1([CH3:24])[c:25]([CH3:26])[cH:27][cH:28][cH:29][cH:30]1>>[F:1][C:2]([CH2:3][NH:22][CH2:14][CH2:15][c:16]1[cH:17][cH:18][cH:19][cH:20][cH:21]1)([F:12])[F:13].